Dataset: the Open Reaction Database (ORD), a public repository of structured organic reaction records. Task: describe an organic reaction: reactants, conditions, products, and yield Reactants: N1=CC(=CC=C1)CCC=O (3-(3-Pyridyl)propanal), [N+](=O)([O-])C1=CC=C(C=C1)NN (4-nitrophenylhydrazine). Solvent: CCOCC (ether). Product: [N+](=O)([O-])C1=CC=C(C=C1)NN=CCCC=1C=NC=CC1 (3-(3-Pyridyl)propanal-4-nitrophenylhydrazone). Reaction SMILES: [N:1]1[CH:6]=[CH:5][CH:4]=[C:3]([CH2:7][CH2:8][CH:9]=O)[CH:2]=1.[N+:11]([C:14]1[CH:19]=[CH:18][C:17]([NH:20][NH2:21])=[CH:16][CH:15]=1)([O-:13])=[O:12]>CCOCC>[N+:11]([C:14]1[CH:15]=[CH:16][C:17]([NH:20][N:21]=[CH:9][CH2:8][CH2:7][C:3]2[CH:2]=[N:1][CH:6]=[CH:5][CH:4]=2)=[CH:18][CH:19]=1)([O-:13])=[O:12]. Reported procedure: 3-(3-Pyridyl)propanal (8.50 g) was added to a stirred suspension of 4-nitrophenylhydrazine (9.62 g) in ether 150 ml. After a minute an orange-brown oil formed which solidified on further stirring. The solid was filtered off to give the title compound pure enough for further reaction (14.05 g), m.p. 146°-147° C. (from ethyl acetate/methanol). Found: C,62.12; H,5.02; N,20.36. C14H14 N4O2 requires: C,62.21; H,5.22; N,20.73%. The reactants are N#CC1NC(=O)C1NC(c1ccccc1)(c1ccccc1)c1ccccc1, CCCC[N+](CCCC)(CCCC)CCCC, ClCCl, Cl, [Na+], [OH-], O, OO, O=S(=O)([O-])O. The product is NC(=O)C1NC(=O)C1NC(c1ccccc1)(c1ccccc1)c1ccccc1. As a reaction SMILES: [C:1](#[N:2])[CH:3]1[CH:4]([NH:8][C:9]([c:10]2[cH:11][cH:12][cH:13][cH:14][cH:15]2)([c:16]2[cH:17][cH:18][cH:19][cH:20][cH:21]2)[c:22]2[cH:23][cH:24][cH:25][cH:26][cH:27]2)[C:5](=[O:7])[NH:6]1.[CH2:41]([N+:42]([CH2:43][CH2:44][CH2:45][CH3:46])([CH2:47][CH2:48][CH2:49][CH3:50])[CH2:51][CH2:52][CH2:53][CH3:54])[CH2:55][CH2:56][CH3:57].[Cl:33][CH2:34][Cl:35].[ClH:32].[Na+:31].[OH-:30].[OH2:58].[OH:28][OH:29].[S:36]([O-:37])([OH:38])(=[O:39])=[O:40]>>[C:1]([NH2:2])([CH:3]1[CH:4]([NH:8][C:9]([c:10]2[cH:11][cH:12][cH:13][cH:14][cH:15]2)([c:16]2[cH:17][cH:18][cH:19][cH:20][cH:21]2)[c:22]2[cH:23][cH:24][cH:25][cH:26][cH:27]2)[C:5](=[O:7])[NH:6]1)=[O:28]. Reactants: O=C([O-])[O-], CCOC(=O)C(C)(Oc1ccc(F)c(F)c1)C(O)c1ccc(OCc2ccccc2)cc1, CC[SiH](CC)CC, ClCCl, [Na+], [Na+]. The product is CCOC(=O)C(C)(Cc1ccc(OCc2ccccc2)cc1)Oc1ccc(F)c(F)c1. RXN SMILES: [C:40](=[O:41])([O-:42])[O-:43].[CH2:1]([CH3:2])[O:3][C:4]([C:5]([CH:6]([OH:7])[c:8]1[cH:9][cH:10][c:11]([O:14][CH2:15][c:16]2[cH:17][cH:18][cH:19][cH:20][cH:21]2)[cH:12][cH:13]1)([CH3:22])[O:23][c:24]1[cH:25][c:26]([F:31])[c:27]([F:30])[cH:28][cH:29]1)=[O:32].[CH2:33]([SiH:34]([CH2:35][CH3:36])[CH2:37][CH3:38])[CH3:39].[Cl:46][CH2:47][Cl:48].[Na+:44].[Na+:45]>>[CH2:1]([CH3:2])[O:3][C:4]([C:5]([CH2:6][c:8]1[cH:9][cH:10][c:11]([O:14][CH2:15][c:16]2[cH:17][cH:18][cH:19][cH:20][cH:21]2)[cH:12][cH:13]1)([CH3:22])[O:23][c:24]1[cH:25][c:26]([F:31])[c:27]([F:30])[cH:28][cH:29]1)=[O:32]. Reactants: CC1=C2C(=NC=C1)N(C(=N2)CCC)CC2=CC=C(C=C2)C2=C(C=CC=C2)C2=NN=NN2 (7-Methyl-2-propyl-3-(2'-(tetrazol-5-yl)biphen-4-yl)methyl-3H-imidazo[4,5-b]pyridine), ClC=1C=C(C(=O)OO)C=CC1 (m-chloroperoxybenzoic acid). Product: CC1=C2C(=[N+](C=C1)[O-])N(C(=N2)CCC)CC2=CC=C(C=C2)C2=C(C=CC=C2)C2=NN=NN2 (7-Methyl-2-propyl-3-(2'-(tetrazol-5-yl)biphen-4-yl)methyl-3H-imidazo[4,5-b]pyridine-4-oxide). The yield is 42.8%. Reaction SMILES: [CH3:1][C:2]1[CH:7]=[CH:6][N:5]=[C:4]2[N:8]([CH2:14][C:15]3[CH:20]=[CH:19][C:18]([C:21]4[CH:26]=[CH:25][CH:24]=[CH:23][C:22]=4[C:27]4[NH:31][N:30]=[N:29][N:28]=4)=[CH:17][CH:16]=3)[C:9]([CH2:11][CH2:12][CH3:13])=[N:10][C:3]=12.ClC1C=C(C=CC=1)C(OO)=[O:37]>>[CH3:1][C:2]1[CH:7]=[CH:6][N+:5]([O-:37])=[C:4]2[N:8]([CH2:14][C:15]3[CH:20]=[CH:19][C:18]([C:21]4[CH:26]=[CH:25][CH:24]=[CH:23][C:22]=4[C:27]4[NH:31][N:30]=[N:29][N:28]=4)=[CH:17][CH:16]=3)[C:9]([CH2:11][CH2:12][CH3:13])=[N:10][C:3]=12. Procedure details: A solution of 7-Methyl-2-propyl-3-(2'-(tetrazol-5-yl)biphen-4-yl)methyl-3H-imidazo[4,5-b]pyridine (9 mg) and m-chloroperoxybenzoic acid (6 mg) CHCl3 (2 mL) was heated to reflux for 2 hours. Concentration and purification (SiO2, 80:20:1 CH2Cl2 /MeOH/NH4OH) gave 4 mg of the title compound as a solid. The reactants are C(C1=CC=CC=C1)SC=1C(OC(=CC1O)C)=O (3-Benzylthio-4-hydroxy-6-methyl-2-pyrone), C(C)(=O)O (acetic acid), OO (hydrogen peroxide), C(C)(=O)O (acetic acid). Solvent: C1(=CC=CC=C1)C (toluene), C(C)O (ethanol). Product: C(C1=CC=CC=C1)S(=O)C=1C(OC(=CC1O)C)=O (3-Benzylsulfinyl-4-hydroxy-6-methyl-2-pyrone). The yield is 69.0%. Reaction SMILES: [CH2:1]([S:8][C:9]1[C:10](=[O:17])[O:11][C:12]([CH3:16])=[CH:13][C:14]=1[OH:15])[C:2]1[CH:7]=[CH:6][CH:5]=[CH:4][CH:3]=1.OO.C(O)(=[O:22])C>C1(C)C=CC=CC=1.C(O)C>[CH2:1]([S:8]([C:9]1[C:10](=[O:17])[O:11][C:12]([CH3:16])=[CH:13][C:14]=1[OH:15])=[O:22])[C:2]1[CH:3]=[CH:4][CH:5]=[CH:6][CH:7]=1. Procedure details: 3-Benzylthio-4-hydroxy-6-methyl-2-pyrone (7.45 g., 0.0282 mol) and 30% hydrogen peroxide (3.7 g., 0.033 mol) were combined in 30 ml. glacial acetic acid and stirred at room temperature for 20 hours. The solution was then diluted with a mixture of toluene and ethanol (5:1) and warmed in vacuo to codistil the acetic acid. The recovered tan solid was recrystallized from toluene (DARCO) to give 5.4 g. (69 percent) of the desired product: m.p. 150°-153°C. One additional recrystallization from toluene... Reported procedure: The title compound was prepared from N-hydroxy-4-nitro-benzimidoyl chloride and phenyl propionic acid ethyl ester by the same procedure as described for the synthesis of 3-(4-nitro-phenyl)-isoxazol-5-carboxylic acid ethyl ester in Example 1. The reaction mixture was refluxed for 16 hours instead of heating at 80° C. for 2.5 hours. The crude product was purified by flash chromatography over silica gel with 10-30% EtOAc in light petroleum to give the title compound in 40% yield. 1H NMR (DMSO-d6) δ... As a reaction SMILES: [OH:1][N:2]=[C:3](Cl)[C:4]1[CH:9]=[CH:8][C:7]([N+:10]([O-:12])=[O:11])=[CH:6][CH:5]=1.C(OC(=O)[CH:18]([C:20]1[CH:25]=[CH:24][CH:23]=[CH:22][CH:21]=1)[CH3:19])C.[CH2:27]([O:29][C:30](C1ON=C(C2C=CC([N+]([O-])=O)=CC=2)C=1)=[O:31])[CH3:28]>>[CH2:27]([O:29][C:30]([C:19]1[C:3]([C:4]2[CH:9]=[CH:8][C:7]([N+:10]([O-:12])=[O:11])=[CH:6][CH:5]=2)=[N:2][O:1][C:18]=1[C:20]1[CH:21]=[CH:22][CH:23]=[CH:24][CH:25]=1)=[O:31])[CH3:28]. The product is C(C)OC(=O)C=1C(=NOC1C1=CC=CC=C1)C1=CC=C(C=C1)[N+](=O)[O-] (3-(4-Nitro-phenyl)-5-phenyl-isoxazole-4-carboxylic acid ethyl ester). Reactants: ON=C(C1=CC=C(C=C1)[N+](=O)[O-])Cl (N-hydroxy-4-nitro-benzimidoyl chloride), C(C)OC(C(C)C1=CC=CC=C1)=O (phenyl propionic acid ethyl ester), C(C)OC(=O)C1=CC(=NO1)C1=CC=C(C=C1)[N+](=O)[O-] (3-(4-nitro-phenyl)-isoxazol-5-carboxylic acid ethyl ester). Conditions: temperature 80 celsius.